Dataset: the Open Reaction Database (ORD), a public repository of structured organic reaction records. Task: describe an organic reaction: reactants, conditions, products, and yield Starting materials: COc1cccc(-c2nc3ccc(N4CCCN(C(=O)OC(C)(C)C)CC4)cc3c(=O)n2CC(=O)NC(C)C)c1, CO, Cl, Cl. The product is COc1cccc(-c2nc3ccc(N4CCCNCC4)cc3c(=O)n2CC(=O)NC(C)C)c1. Reaction SMILES: [C:1]([O:2][C:3](=[O:4])[N:8]1[CH2:9][CH2:10][N:11]([c:15]2[cH:16][c:17]3[c:18](=[O:40])[n:19]([CH2:33][C:34]([NH:35][CH:36]([CH3:37])[CH3:38])=[O:39])[c:20](-[c:25]4[cH:26][c:27]([O:31][CH3:32])[cH:28][cH:29][cH:30]4)[n:21][c:22]3[cH:23][cH:24]2)[CH2:12][CH2:13][CH2:14]1)([CH3:5])([CH3:6])[CH3:7].[CH3:43][OH:44].[ClH:41].[ClH:42]>>[NH:8]1[CH2:9][CH2:10][N:11]([c:15]2[cH:16][c:17]3[c:18](=[O:40])[n:19]([CH2:33][C:34]([NH:35][CH:36]([CH3:37])[CH3:38])=[O:39])[c:20](-[c:25]4[cH:26][c:27]([O:31][CH3:32])[cH:28][cH:29][cH:30]4)[n:21][c:22]3[cH:23][cH:24]2)[CH2:12][CH2:13][CH2:14]1.